Dataset: the Open Reaction Database (ORD), a public repository of structured organic reaction records. Task: describe an organic reaction: reactants, conditions, products, and yield The reactants are C(C)(=O)O[C@H]1C[C@@H](CC2=CC[C@H]3[C@@H]4CC[C@H]([C@@H](CO)C)[C@]4(CC[C@@H]3[C@@]12C)C)OC(C)=O ((20S)-1α,3β-diacetoxy-21-hydroxy-20-methyl-pregn-5-ene), C1(=CC=CC=C1)P(C1=CC=CC=C1)C1=CC=CC=C1 (triphenylphosphine), C(Br)(Br)(Br)Br (carbon tetrabromide). The solvent is CCOCC (ether). Conditions: time 16 hour. The product is BrC[C@H]([C@H]1CC[C@H]2[C@@H]3CC=C4C[C@H](C[C@@H]([C@]4(C)[C@H]3CC[C@]12C)OC(C)=O)OC(C)=O)C ((20S)-21-bromo-1α,3β-diacetoxy-20-methyl-pregn-5-ene). The yield is 88.9%. RXN SMILES: [C:1]([O:4][C@@H:5]1[C@@:25]2([CH3:26])[C:9](=[CH:10][CH2:11][C@@H:12]3[C@@H:24]2[CH2:23][CH2:22][C@@:21]2([CH3:27])[C@H:13]3[CH2:14][CH2:15][C@@H:16]2[C@H:17]([CH3:20])[CH2:18]O)[CH2:8][C@@H:7]([O:28][C:29](=[O:31])[CH3:30])[CH2:6]1)(=[O:3])[CH3:2].C(Br)(Br)(Br)[Br:33].C1(P(C2C=CC=CC=2)C2C=CC=CC=2)C=CC=CC=1>CCOCC>[Br:33][CH2:18][C@@H:17]([CH3:20])[C@@H:16]1[C@:21]2([CH3:27])[C@H:13]([C@H:12]3[C@H:24]([CH2:23][CH2:22]2)[C@:25]2([CH3:26])[C:9]([CH2:8][C@@H:7]([O:28][C:29](=[O:31])[CH3:30])[CH2:6][C@@H:5]2[O:4][C:1](=[O:3])[CH3:2])=[CH:10][CH2:11]3)[CH2:14][CH2:15]1. Procedure: A solution of 0.54 g of (20S)-1α,3β-diacetoxy-21-hydroxy-20-methyl-pregn-5-ene and 0.825 g of carbon tetrabromide in 10 ml. of ether was treated with 0.625 g of triphenylphosphine and the mixture was left at room temperature for 16 hours. After dilution with ether, insoluble material was filtered off. The filtrate was concentrated in vacuo and the residue was chromatographed on 15 g of silica gel using hexane/ether (9:1) for the elution. There was obtained 0.55 g of uniform (20S)-21-bromo-1α,3β-... Starting materials: COC(=O)C(C)c1ccc2c(c1)C=CC(C)(C)N2, CCO, [H][H]. Product: COC(=O)C(C)c1ccc2c(c1)CCC(C)(C)N2. Reaction SMILES: [CH3:1][C:2]1([CH3:18])[NH:3][c:4]2[cH:5][cH:6][c:7]([CH:12]([C:13](=[O:14])[O:15][CH3:16])[CH3:17])[cH:8][c:9]2[CH:10]=[CH:11]1.[CH3:21][CH2:22][OH:23].[H:19][H:20]>>[CH3:1][C:2]1([CH3:18])[NH:3][c:4]2[cH:5][cH:6][c:7]([CH:12]([C:13](=[O:14])[O:15][CH3:16])[CH3:17])[cH:8][c:9]2[CH2:10][CH2:11]1. Starting materials: FC(C(C)(C)C1=CC=C(OCC(=O)O)C=C1)(F)F ([4-(2,2,2-trifluoro-1,1-dimethylethyl)phenoxy]acetic acid), Cl.N[C@H](C)C1=CC(=C(C=C1)NS(=O)(=O)C)C (N-{4-[(1R)-1-aminoethyl]-2-methylphenyl}methanesulfonamide hydrochloride), Cl.C(C)N=C=NCCCN(C)C (1-ethyl-3-(3′-dimethylaminopropyl)carbodiimide hydrochloride), ON1N=NC2=C1C=CC=C2 (1-hydroxybenzotriazole). Run in C(C)N(CC)CC (triethylamine), CN(C=O)C (N,N-dimethylformamide). Run at time 2 hour. The product is CC=1C=C(C=CC1NS(=O)(=O)C)[C@@H](C)NC(COC1=CC=C(C=C1)C(C(F)(F)F)(C)C)=O (N-((1R)-1-{3-Methyl-4-[(methylsulfonyl)amino]phenyl}ethyl)-2-[4-(2,2,2-trifluoro-1,1-dimethylethyl)phenoxy]acetamide). The yield is 38.9%. As a reaction SMILES: [F:1][C:2]([F:18])([F:17])[C:3]([C:6]1[CH:16]=[CH:15][C:9]([O:10][CH2:11][C:12]([OH:14])=O)=[CH:8][CH:7]=1)([CH3:5])[CH3:4].Cl.[NH2:20][C@@H:21]([C:23]1[CH:28]=[CH:27][C:26]([NH:29][S:30]([CH3:33])(=[O:32])=[O:31])=[C:25]([CH3:34])[CH:24]=1)[CH3:22].Cl.C(N=C=NCCCN(C)C)C.ON1C2C=CC=CC=2N=N1>C(N(CC)CC)C.CN(C)C=O>[CH3:34][C:25]1[CH:24]=[C:23]([C@H:21]([NH:20][C:12](=[O:14])[CH2:11][O:10][C:9]2[CH:8]=[CH:7][C:6]([C:3]([CH3:4])([CH3:5])[C:2]([F:1])([F:18])[F:17])=[CH:16][CH:15]=2)[CH3:22])[CH:28]=[CH:27][C:26]=1[NH:29][S:30]([CH3:33])(=[O:32])=[O:31] |f:1.2,3.4|. Procedure: To a N,N-dimethylformamide (DMF) (3 ml) solution of [4-(2,2,2-trifluoro-1,1-dimethylethyl)phenoxy]acetic acid (131 mg, 0.5 mmol) and N-{4-[(1R)-1-aminoethyl]-2-methylphenyl}methanesulfonamide hydrochloride (132 mg, 0.5 mmol), 1-ethyl-3-(3′-dimethylaminopropyl)carbodiimide hydrochloride (EDC) (144 mg, 0.75 mmol), 1-hydroxybenzotriazole (HOBt) monohydrate (85 mg, 0.55 mmol) and triethylamine (0.21 ml) were added and the mixture was stirred for 2 hours at ambient temperature. The reaction mixture w... Reaction SMILES: [C:37](#[N:38])[CH2:39][P:40](=[O:41])([O:42][CH2:43][CH3:44])[O:45][CH2:46][CH3:47].[CH3:48][N:49]([CH3:50])[CH:51]=[O:52].[H-:53].[Na+:54].[OH2:55].[o:1]1[c:2](-[c:6]2[o:7][c:8]([CH3:36])[c:9]([CH2:11][O:12][c:13]3[c:14]([O:34][CH3:35])[cH:15][c:16]([CH2:17][O:18][c:19]4[n:20][n:21](-[c:26]5[cH:27][cH:28][cH:29][cH:30][cH:31]5)[cH:22][c:23]4[CH:24]=[O:25])[cH:32][cH:33]3)[n:10]2)[cH:3][cH:4][cH:5]1>>[o:1]1[c:2](-[c:6]2[o:7][c:8]([CH3:36])[c:9]([CH2:11][O:12][c:13]3[c:14]([O:34][CH3:35])[cH:15][c:16]([CH2:17][O:18][c:19]4[n:20][n:21](-[c:26]5[cH:27][cH:28][cH:29][cH:30][cH:31]5)[cH:22][c:23]4[CH:24]=[CH:39][C:37]#[N:38])[cH:32][cH:33]3)[n:10]2)[cH:3][cH:4][cH:5]1. Product: COc1cc(COc2nn(-c3ccccc3)cc2C=CC#N)ccc1OCc1nc(-c2ccco2)oc1C. Starting materials: CCOP(=O)(CC#N)OCC, CN(C)C=O, [H-], [Na+], O, COc1cc(COc2nn(-c3ccccc3)cc2C=O)ccc1OCc1nc(-c2ccco2)oc1C. Reactants: COC(=O)C(=Cc1ccc(Br)c(C)c1)NC(=O)OCc1ccccc1, CCO. Product: COC(=O)C(Cc1ccc(Br)c(C)c1)NC(=O)OCc1ccccc1. RXN SMILES: [CH3:1][O:2][C:3]([C:4](=[CH:5][c:6]1[cH:7][c:8]([CH3:13])[c:9]([Br:12])[cH:10][cH:11]1)[NH:14][C:15](=[O:16])[O:17][CH2:18][c:19]1[cH:20][cH:21][cH:22][cH:23][cH:24]1)=[O:25].[CH3:26][CH2:27][OH:28]>>[CH3:1][O:2][C:3]([CH:4]([CH2:5][c:6]1[cH:7][c:8]([CH3:13])[c:9]([Br:12])[cH:10][cH:11]1)[NH:14][C:15](=[O:16])[O:17][CH2:18][c:19]1[cH:20][cH:21][cH:22][cH:23][cH:24]1)=[O:25]. Reactants: B, CN1CC(c2nc3c(s2)Cc2ccccc2-3)CC1=O, CO, Cl, C1CCOC1, C1CCOC1. Yields the product CN1CCC(c2nc3c(s2)Cc2ccccc2-3)C1. Reaction SMILES: [BH3:25].[CH3:1][N:2]1[C:3](=[O:19])[CH2:4][CH:5]([c:7]2[s:8][c:9]3[c:10]([n:11]2)-[c:12]2[cH:13][cH:14][cH:15][cH:16][c:17]2[CH2:18]3)[CH2:6]1.[CH3:27][OH:28].[ClH:26].[O:20]1[CH2:21][CH2:22][CH2:23][CH2:24]1.[O:29]1[CH2:30][CH2:31][CH2:32][CH2:33]1>>[CH3:1][N:2]1[CH2:3][CH2:4][CH:5]([c:7]2[s:8][c:9]3[c:10]([n:11]2)-[c:12]2[cH:13][cH:14][cH:15][cH:16][c:17]2[CH2:18]3)[CH2:6]1. The reactants are CC(C)(C)O, O=C(NC1CCC(C(=O)O)CC1)OCc1ccccc1, CN(C)c1ccncc1, ClCCl, CN(C)C=O. The product is CC(C)(C)OC(=O)C1CCC(NC(=O)OCc2ccccc2)CC1. RXN SMILES: [C:21]([CH3:22])([CH3:23])([CH3:24])[OH:25].[CH2:1]([c:2]1[cH:3][cH:4][cH:5][cH:6][cH:7]1)[O:8][C:9](=[O:10])[NH:11][CH:12]1[CH2:13][CH2:14][CH:15]([C:18](=[O:19])[OH:20])[CH2:16][CH2:17]1.[CH3:34][N:35]([c:36]1[cH:37][cH:38][n:39][cH:40][cH:41]1)[CH3:42].[Cl:26][CH2:27][Cl:28].[O:29]=[CH:30][N:31]([CH3:32])[CH3:33]>>[CH2:1]([c:2]1[cH:3][cH:4][cH:5][cH:6][cH:7]1)[O:8][C:9](=[O:10])[NH:11][CH:12]1[CH2:13][CH2:14][CH:15]([C:18]([O:19][C:21]([CH3:22])([CH3:23])[CH3:24])=[O:20])[CH2:16][CH2:17]1.